From a dataset of the Open Reaction Database (ORD), a public repository of structured organic reaction records. describe an organic reaction: reactants, conditions, products, and yield As a reaction SMILES: [F:1][C:2]1[C:7]([F:8])=[C:6]([F:9])[C:5]([F:10])=[C:4]([F:11])[C:3]=1[C:12]1[CH:17]=[CH:16][C:15]([N+:18]([O-])=O)=[CH:14][CH:13]=1.[F:21][C:22]1[CH:27]=[CH:26][CH:25]=[CH:24][C:23]=1[C:28]1[CH:33]=[CH:32][C:31]([N+:34]([O-])=O)=[CH:30][CH:29]=1.[F:37][C:38]1[CH:43]=[CH:42][C:41]([C:44]2[CH:49]=[CH:48][C:47]([N+:50]([O-])=O)=[CH:46][CH:45]=2)=[CH:40][C:39]=1[O:53][CH3:54].FC1C=CC(C2C=CC([N+]([O-])=O)=CC=2)=C(OC)C=1>>[F:1][C:2]1[C:3]([C:12]2[CH:17]=[CH:16][C:15]([NH2:18])=[CH:14][CH:13]=2)=[C:4]([F:11])[C:5]([F:10])=[C:6]([F:9])[C:7]=1[F:8].[F:21][C:22]1[CH:27]=[CH:26][CH:25]=[CH:24][C:23]=1[C:28]1[CH:33]=[CH:32][C:31]([NH2:34])=[CH:30][CH:29]=1.[F:37][C:38]1[CH:43]=[CH:42][C:41]([C:44]2[CH:49]=[CH:48][C:47]([NH2:50])=[CH:46][CH:45]=2)=[CH:40][C:39]=1[O:53][CH3:54]. Procedure details: When b 2', 3', 4', 5', 6'-pentafluoro-4-nitrobiphenyl, 2'-fluoro-4-nitrobiphenyl or 4'-fluoro-3'-methoxy-4-nitrobiphenyl obtained from Example 2 are used in place of 4'-fluoro-2'-methoxy-4-nitrobiphenyl in the above example, there is obtained 4-(pentafluorophenyl)-aniline, 4-(2'-fluorophenyl)-aniline or 4-(4'-fluoro-3'-methoxyphenyl)-aniline. Product: FC1=C(C(=C(C(=C1C1=CC=C(N)C=C1)F)F)F)F (4-(pentafluorophenyl)-aniline), FC1=C(C=CC=C1)C1=CC=C(N)C=C1 (4-(2'-fluorophenyl)-aniline), FC1=C(C=C(C=C1)C1=CC=C(N)C=C1)OC (4-(4'-fluoro-3'-methoxyphenyl)-aniline). Starting materials: FC1=C(C=CC=C1)C1=CC=C(C=C1)[N+](=O)[O-] (2'-fluoro-4-nitrobiphenyl), FC1=C(C=C(C=C1)C1=CC=C(C=C1)[N+](=O)[O-])OC (4'-fluoro-3'-methoxy-4-nitrobiphenyl), FC1=C(C(=C(C(=C1F)F)F)F)C1=CC=C(C=C1)[N+](=O)[O-] (2', 3', 4', 5', 6'-pentafluoro-4-nitrobiphenyl), FC1=CC(=C(C=C1)C1=CC=C(C=C1)[N+](=O)[O-])OC (4'-fluoro-2'-methoxy-4-nitrobiphenyl). Reactants: ClC=1C=C(OCC(=O)OCC)C=CC1O (ethyl 3-chloro-4-hydroxyphenoxyacetate), CI (MeI), [OH-].[Na+] (NaOH). The solvent is O (H2O), CN(C)C=O (DMF). Conditions: time 12 hour. Product: ClC=1C=C(OCC(=O)OCC)C=CC1OC (ethyl 3-chloro-4 methoxyphenoxy-acetate). The yield is 95.4%. RXN SMILES: [Cl:1][C:2]1[CH:3]=[C:4]([CH:12]=[CH:13][C:14]=1[OH:15])[O:5][CH2:6][C:7]([O:9][CH2:10][CH3:11])=[O:8].[CH3:16]I.[OH-].[Na+]>CN(C=O)C.O>[Cl:1][C:2]1[CH:3]=[C:4]([CH:12]=[CH:13][C:14]=1[O:15][CH3:16])[O:5][CH2:6][C:7]([O:9][CH2:10][CH3:11])=[O:8] |f:2.3|. Reported procedure: Ethyl 4 hydroxyphenoxyacetate(l.5 g, 7.6 mmol) was reacted with SO2Cl2 (1.5 mL) to give ethyl 3-chloro-4-hydroxyphenoxyacetate (700 mg, ~80% pure) as a white powder. To a solution of ethyl 3-chloro-4-hydroxyphenoxyacetate (700 mg, 3.0 mmol) and MeI(0.280 mL, 4.5 mmol) in DMF(5 mL) at 0° C. was added 10M aq.NaOH(0.320 mL, 3.2 mmol). The mixture was stirred at r.t. for 12 h, then diluted with H2O and extracted with EtOAc to give ethyl 3-chloro-4 methoxyphenoxy-acetate (700 mg).